Dataset: the Open Reaction Database (ORD), a public repository of structured organic reaction records. Task: describe an organic reaction: reactants, conditions, products, and yield The reactants are C(C)(=O)NC1=C(C2=C(N3C(=N2)C(CC3)CC(=O)[O-])C=C1C)[N+](=O)[O-] (6-Acetamido-7-methyl-5-nitro-2,3-dihydro-1H-pyrrolo[1,2-a]benzimidazole-3-Acetate), C(=O)([O-])[O-].[K+].[K+] (K2CO3). Run in CO (methanol). Conditions: time 20 minute. Product: C(C)(=O)NC1=C(C2=C(N3C(=N2)C(CC3)O)C=C1C)[N+](=O)[O-] (6-Acetamido-7-methyl-5nitro-2,3-dihydro-1H-pyrrolo[1,2-a]benzimidazole-3-ol). RXN SMILES: [C:1]([NH:4][C:5]1[C:20]([CH3:21])=[CH:19][C:8]2[N:9]3[CH2:14][CH2:13][CH:12](CC([O-])=O)[C:10]3=[N:11][C:7]=2[C:6]=1[N+:22]([O-:24])=[O:23])(=[O:3])[CH3:2].C([O-])([O-])=[O:26].[K+].[K+]>CO>[C:1]([NH:4][C:5]1[C:20]([CH3:21])=[CH:19][C:8]2[N:9]3[CH2:14][CH2:13][CH:12]([OH:26])[C:10]3=[N:11][C:7]=2[C:6]=1[N+:22]([O-:24])=[O:23])(=[O:3])[CH3:2] |f:1.2.3|. Procedure: To a suspension of 205 mg (0.61 mmol) of 15b in 10 mL of dry methanol was added 88 mg of K2CO3. The reaction was stirred at room temperature for 20 min and then concentrated in vacuo. The black residue was flash chromatographed on silica gel using a chloroform/methanol (98:2) mixture as the eluant. The yellow-colored product was recrystallized by dissolving it in a minimum amount of (4:1) chloroform/methanol, adding hexane, and then chilling: 141 mg (78%) yield: dec pt 259° C.; TLC (chloroform:m... Reactants: Cc1ncnc2c1ncn2C(C)C1(c2ccc(F)cc2F)CO1, c1nc[nH]n1. The product is Cc1ncnc2c1ncn2C(C)C(O)(Cn1cncn1)c1ccc(F)cc1F. Reaction SMILES: [F:6][c:7]1[c:8]([C:14]2([CH:17]([CH3:18])[n:19]3[c:20]4[n:21][cH:22][n:23][c:24]([CH3:28])[c:25]4[n:26][cH:27]3)[O:15][CH2:16]2)[cH:9][cH:10][c:11]([F:13])[cH:12]1.[nH:1]1[n:2][cH:3][n:4][cH:5]1>>[n:1]1([CH2:16][C:14]([c:8]2[c:7]([F:6])[cH:12][c:11]([F:13])[cH:10][cH:9]2)([OH:15])[CH:17]([CH3:18])[n:19]2[c:20]3[n:21][cH:22][n:23][c:24]([CH3:28])[c:25]3[n:26][cH:27]2)[n:2][cH:3][n:4][cH:5]1. Starting materials: CC(C)(C)OC(=O)CBr, CC(C)[N-]C(C)C, [Li+], C1CCOC1, O=C(CCc1csc2ccccc12)N1C(=O)OCC1Cc1ccccc1. Product: CC(C)(C)OC(=O)CC(Cc1csc2ccccc12)C(=O)N1C(=O)OCC1Cc1ccccc1. As a reaction SMILES: [Br:35][CH2:36][C:37](=[O:38])[O:39][C:40]([CH3:41])([CH3:42])[CH3:43].[CH:27]([N-:28][CH:29]([CH3:30])[CH3:31])([CH3:32])[CH3:33].[Li+:34].[O:44]1[CH2:45][CH2:46][CH2:47][CH2:48]1.[s:1]1[c:2]2[c:3]([c:4]([CH2:6][CH2:7][C:8](=[O:9])[N:10]3[C:11](=[O:22])[O:12][CH2:13][CH:14]3[CH2:15][c:16]3[cH:17][cH:18][cH:19][cH:20][cH:21]3)[cH:5]1)[cH:23][cH:24][cH:25][cH:26]2>>[s:1]1[c:2]2[c:3]([c:4]([CH2:6][CH:7]([C:8](=[O:9])[N:10]3[C:11](=[O:22])[O:12][CH2:13][CH:14]3[CH2:15][c:16]3[cH:17][cH:18][cH:19][cH:20][cH:21]3)[CH2:36][C:37](=[O:38])[O:39][C:40]([CH3:41])([CH3:42])[CH3:43])[cH:5]1)[cH:23][cH:24][cH:25][cH:26]2. The reactants are FC(C=1C=C(C(=O)OC)C=C(C1)CC=1C=C2C[C@H](CC2=CC1)NS(=O)(=O)C(F)(F)F)(F)F ((S)-methyl 3-(trifluoromethyl)-5-((2-(trifluoromethylsulfonamido)-2,3-dihydro-1H-inden-5-yl)methyl)benzoate), [H-].[Al+3].[Li+].[H-].[H-].[H-] (Lithium aluminium hydride). Solvent: C1CCOC1 (THF). Conditions: temperature 0 celsius, time 4 hour. Product: FC(S(=O)(=O)N[C@H]1CC2=CC=C(C=C2C1)CC1=CC(=CC(=C1)C(F)(F)F)CO)(F)F ((S)-1,1,1-trifluoro-N-(5-(3-(hydroxymethyl)-5-(trifluoromethyl)benzyl)-2,3-dihydro-1H-inden-2-yl)methanesulfonamide). As a reaction SMILES: [F:1][C:2]([F:32])([F:31])[C:3]1[CH:4]=[C:5]([CH:10]=[C:11]([CH2:13][C:14]2[CH:15]=[C:16]3[C:20](=[CH:21][CH:22]=2)[CH2:19][C@H:18]([NH:23][S:24]([C:27]([F:30])([F:29])[F:28])(=[O:26])=[O:25])[CH2:17]3)[CH:12]=1)[C:6](OC)=[O:7].[H-].[Al+3].[Li+].[H-].[H-].[H-]>C1COCC1>[F:29][C:27]([F:28])([F:30])[S:24]([NH:23][C@@H:18]1[CH2:17][C:16]2[C:20](=[CH:21][CH:22]=[C:14]([CH2:13][C:11]3[CH:12]=[C:3]([C:2]([F:1])([F:31])[F:32])[CH:4]=[C:5]([CH2:6][OH:7])[CH:10]=3)[CH:15]=2)[CH2:19]1)(=[O:26])=[O:25] |f:1.2.3.4.5.6|. Procedure details: To a solution of (S)-methyl 3-(trifluoromethyl)-5-((2-(trifluoromethylsulfonamido)-2,3-dihydro-1H-inden-5-yl)methyl)benzoate (0.135 mmol, 65 mg) in THF (1.5 mL) at 0° C. was added Lithium aluminium hydride (0.405 mmol, 15.37 mg). The whole was stirred at 0° C. for 4 h before the reaction mixture was quenched by the addition of 2N HCl & diluted with DCM. The organics were separated/dried using a hydrophobic frit before being concentrated to dryness and the residue purified by preparative HPLC to ... The reactants are COC1=NS(N=C1OC)(=O)=O (3,4-dimethoxy-1,2,5-thiadiazole 1,1-dioxide), N(C(=N)N)C1=NC(=NS1)CSCCN (2-[(5-guanidino-1,2,4-thiadiazol-3-yl)methylthio]ethylamine), N (ammonia). Yields the product NC1=NS(N=C1NCCSCC1=NSC(=N1)NC(=N)N)(=O)=O (3-Amino-4-{2-[(5-guanidino-1,2,4-thiadiazol-3-yl)methylthio]ethylamino}-1,2,5-thiadiazole 1,1-dioxide). RXN SMILES: CO[C:3]1[C:7](OC)=[N:6][S:5](=[O:11])(=[O:10])[N:4]=1.[NH:12]([C:16]1[S:20][N:19]=[C:18]([CH2:21][S:22][CH2:23][CH2:24][NH2:25])[N:17]=1)[C:13]([NH2:15])=[NH:14].[NH3:26]>>[NH2:26][C:3]1[C:7]([NH:25][CH2:24][CH2:23][S:22][CH2:21][C:18]2[N:17]=[C:16]([NH:12][C:13]([NH2:15])=[NH:14])[S:20][N:19]=2)=[N:6][S:5](=[O:11])(=[O:10])[N:4]=1. Procedure: When a methanolic solution of 3,4-dimethoxy-1,2,5-thiadiazole 1,1-dioxide is successively treated with an equimolar amount of 2-[(5-guanidino-1,2,4-thiadiazol-3-yl)methylthio]ethylamine and excess ammonia, the title compound is thereby produced.